This data is from the Open Reaction Database (ORD), a public repository of structured organic reaction records. The task is: describe an organic reaction: reactants, conditions, products, and yield Starting materials: CC(C)(C)Oc1nccnc1CN1CCC(O)C(COc2ccccc2F)C1, O=C([O-])O, CCOC(C)=O, CCOC(C)=O, ClCCl, Cl, [Na+]. Product: O=c1[nH]ccnc1CN1CCC(O)C(COc2ccccc2F)C1. As a reaction SMILES: [C:1]([CH3:2])([CH3:3])([CH3:4])[O:5][c:6]1[c:7]([CH2:12][N:13]2[CH2:14][CH:15]([CH2:20][O:21][c:22]3[c:23]([F:28])[cH:24][cH:25][cH:26][cH:27]3)[CH:16]([OH:19])[CH2:17][CH2:18]2)[n:8][cH:9][cH:10][n:11]1.[C:29](=[O:30])([OH:31])[O-:32].[C:43]([O:44][CH2:45][CH3:46])(=[O:47])[CH3:48].[CH3:37][CH2:38][O:39][C:40](=[O:41])[CH3:42].[Cl:34][CH2:35][Cl:36].[ClH:49].[Na+:33]>>[O:5]=[c:6]1[c:7]([CH2:12][N:13]2[CH2:14][CH:15]([CH2:20][O:21][c:22]3[c:23]([F:28])[cH:24][cH:25][cH:26][cH:27]3)[CH:16]([OH:19])[CH2:17][CH2:18]2)[n:8][cH:9][cH:10][nH:11]1. The reactants are C(C1=CC=CC=C1)(=O)OCCOCCN1C=CC=2N=CN=C(C21)Cl (2-[2-(4-chloro-5H-pyrrolo[3,2-d]pyrimidin-5-yl)ethoxy]ethyl benzoate), ClC=1C=C(N)C=CC1OC1=CC(=CC=C1)C(F)(F)F (3-chloro-4-[3-(trifluoromethyl)phenoxy]aniline), CN1C(CCC1)=O (1-methyl-2-pyrrolidone), C(O)([O-])=O.[Na+] (sodium hydrogen carbonate). The solvent is O (Water). Conditions: temperature 120 celsius, time 1.5 hour. Yields the product ClC=1C=C(C=CC1OC1=CC(=CC=C1)C(F)(F)F)NC=1C2=C(N=CN1)C=CN2CCOCCO (2-{2-[4-({3-chloro-4-[3-(trifluoromethyl)phenoxy]phenyl}amino)-5H-pyrrolo[3,2-d]pyrimidin-5-yl]ethoxy}ethanol). Yield: 63.1%. RXN SMILES: C([O:9][CH2:10][CH2:11][O:12][CH2:13][CH2:14][N:15]1[C:23]2[C:22](Cl)=[N:21][CH:20]=[N:19][C:18]=2[CH:17]=[CH:16]1)(=O)C1C=CC=CC=1.[Cl:25][C:26]1[CH:27]=[C:28]([CH:30]=[CH:31][C:32]=1[O:33][C:34]1[CH:39]=[CH:38][CH:37]=[C:36]([C:40]([F:43])([F:42])[F:41])[CH:35]=1)[NH2:29].CN1CCCC1=O.C(=O)([O-])O.[Na+]>O>[Cl:25][C:26]1[CH:27]=[C:28]([NH:29][C:22]2[C:23]3[N:15]([CH2:14][CH2:13][O:12][CH2:11][CH2:10][OH:9])[CH:16]=[CH:17][C:18]=3[N:19]=[CH:20][N:21]=2)[CH:30]=[CH:31][C:32]=1[O:33][C:34]1[CH:39]=[CH:38][CH:37]=[C:36]([C:40]([F:42])([F:43])[F:41])[CH:35]=1 |f:3.4|. Procedure details: A mixture of 2-[2-(4-chloro-5H-pyrrolo[3,2-d]pyrimidin-5-yl)ethoxy]ethyl benzoate (1.037 g), 3-chloro-4-[3-(trifluoromethyl)phenoxy]aniline (863 mg) and 1-methyl-2-pyrrolidone (10 mL) was stirred at 120° C. for 1.5 hrs. Water and saturated aqueous sodium hydrogen carbonate solution were added to the reaction mixture and the mixture was extracted with ethyl acetate. The ethyl acetate layer washed successively with water and saturated brine and dried over anhydrous magnesium sulfate. The solvent w... Starting materials: CC(=O)OC(C)=O, CCOCC, ClC(Cl)Cl, COC(=O)c1cc(F)c(N2CCC(N)C2)nc1Nc1ccc(F)cc1F. Product: COC(=O)c1cc(F)c(N2CCC(NC(C)=O)C2)nc1Nc1ccc(F)cc1F. RXN SMILES: [CH3:27][C:28](=[O:29])[O:30][C:31](=[O:32])[CH3:33].[CH3:34][CH2:35][O:36][CH2:37][CH3:38].[CH:39]([Cl:40])([Cl:41])[Cl:42].[NH2:1][CH:2]1[CH2:3][N:4]([c:7]2[n:8][c:9]([NH:18][c:19]3[c:20]([F:26])[cH:21][c:22]([F:25])[cH:23][cH:24]3)[c:10]([C:11](=[O:12])[O:13][CH3:14])[cH:15][c:16]2[F:17])[CH2:5][CH2:6]1>>[NH:1]([CH:2]1[CH2:3][N:4]([c:7]2[n:8][c:9]([NH:18][c:19]3[c:20]([F:26])[cH:21][c:22]([F:25])[cH:23][cH:24]3)[c:10]([C:11](=[O:12])[O:13][CH3:14])[cH:15][c:16]2[F:17])[CH2:5][CH2:6]1)[C:28]([CH3:27])=[O:29]. The reactants are C(C)(C)(C)OC(=O)N[C@H](C(=O)N1CC2=CC(=CC=C2C[C@H]1C(N[C@@H]1CCCC2=CC=CC=C12)=O)C(=O)OC)C(C)(C)C ((S)-methyl 2-((S)-2-((tert-butoxycarbonyl)amino)-3,3-dimethylbutanoyl)-3-(((R)-1,2,3,4-tetrahydronaphthalen-1-yl)carbamoyl)-1,2,3,4-tetrahydroisoquinoline-7-carboxylate), C(=O)(C(F)(F)F)O (TFA). Solvent: C(Cl)Cl (CH2Cl2). Conditions: time 40 minute. The product is N[C@H](C(=O)N1CC2=CC(=CC=C2C[C@H]1C(N[C@@H]1CCCC2=CC=CC=C12)=O)C(=O)OC)C(C)(C)C ((S)-Methyl 2-((S)-2-amino-3,3-dimethylbutanoyl)-3-(((R)-1,2,3,4-tetrahydronaphthalen-1-yl)carbamoyl)-1,2,3,4-tetrahydroisoquinoline-7-carboxylate). The yield is 96.7%. RXN SMILES: C(OC([NH:8][C@@H:9]([C:39]([CH3:42])([CH3:41])[CH3:40])[C:10]([N:12]1[C@H:21]([C:22](=[O:34])[NH:23][C@H:24]2[C:33]3[C:28](=[CH:29][CH:30]=[CH:31][CH:32]=3)[CH2:27][CH2:26][CH2:25]2)[CH2:20][C:19]2[C:14](=[CH:15][C:16]([C:35]([O:37][CH3:38])=[O:36])=[CH:17][CH:18]=2)[CH2:13]1)=[O:11])=O)(C)(C)C.C(O)(C(F)(F)F)=O>C(Cl)Cl>[NH2:8][C@@H:9]([C:39]([CH3:42])([CH3:41])[CH3:40])[C:10]([N:12]1[C@H:21]([C:22](=[O:34])[NH:23][C@H:24]2[C:33]3[C:28](=[CH:29][CH:30]=[CH:31][CH:32]=3)[CH2:27][CH2:26][CH2:25]2)[CH2:20][C:19]2[C:14](=[CH:15][C:16]([C:35]([O:37][CH3:38])=[O:36])=[CH:17][CH:18]=2)[CH2:13]1)=[O:11]. Procedure details: A solution of (S)-methyl 2-((S)-2-((tert-butoxycarbonyl)amino)-3,3-dimethylbutanoyl)-3-(((R)-1,2,3,4-tetrahydronaphthalen-1-yl)carbamoyl)-1,2,3,4-tetrahydroisoquinoline-7-carboxylate (1.21 g, 2.09 mmol) in CH2Cl2 (13.9 mL) was charged with TFA (3.49 mL) at room temperature. After 40 min, the reaction mixture was quenched carefully with sat. NaHCO3 and then extracted with EtOAc (3×). The combined extracts were washed with sat. NaCl, dried over MgSO4, filtered and concentrated in vacuo to afford t... Run in C(Cl)Cl.CN(C)C=O (CH2Cl2 DMF), O (water). Reported procedure: To 1-(methoxycarbonyl)cyclopentanecarboxylic acid (630 mg, 3.7 mmol) in CH2Cl2/DMF (5:1, 37 mL) at 0° C. was added HOBT (730 mg, 4.8 mmol) and EDC (920 mg, 4.8 mmol). The mixture was stirred for 10 min then 3-methylbutylamine (640 mg, 7.4 mmol) was added and stirring was continued for 1 h. The solution was poured into water and the layers separated. The aqueous layer was extracted with methylene chloride and the combined extracts were washed with water, 1N HCl, sat'd NaHCO3, dried over magnesium... Yields the product CC(CCNC(=O)C1(CCCC1)C(=O)OC)C (Methyl 1-[N-(3-methylbutyl)carbamoyl]cyclopentane-carboxylate). Starting materials: COC(=O)C1(CCCC1)C(=O)O (1-(methoxycarbonyl)cyclopentanecarboxylic acid), C=1C=CC2=C(C1)N=NN2O (HOBT), C(CCl)Cl (EDC), CC(CCN)C (3-methylbutylamine). As a reaction SMILES: [CH3:1][O:2][C:3]([C:5]1([C:10]([OH:12])=O)[CH2:9][CH2:8][CH2:7][CH2:6]1)=[O:4].C1C=CC2N(O)N=NC=2C=1.C(Cl)CCl.[CH3:27][CH:28]([CH3:32])[CH2:29][CH2:30][NH2:31]>C(Cl)Cl.CN(C=O)C.O>[CH3:27][CH:28]([CH3:32])[CH2:29][CH2:30][NH:31][C:10]([C:5]1([C:3]([O:2][CH3:1])=[O:4])[CH2:6][CH2:7][CH2:8][CH2:9]1)=[O:12] |f:4.5|. Conditions: time 10 minute. Starting materials: FC=1C=C(C(=O)NN)C=CC1 (3-fluorobenzhydrazide), C(C)N=C=O (ethyl isocyanate). Run in O1CCCC1 (tetrahydrofuran). Run at time 24 hour. Product: FC=1C=C(C(=O)NNC(=O)NCC)C=CC1 (1-(3-fluorobenzoyl)-4-ethyl semicarbazide). Reaction SMILES: [F:1][C:2]1[CH:3]=[C:4]([CH:9]=[CH:10][CH:11]=1)[C:5]([NH:7][NH2:8])=[O:6].[CH2:12]([N:14]=[C:15]=[O:16])[CH3:13]>O1CCCC1>[F:1][C:2]1[CH:3]=[C:4]([CH:9]=[CH:10][CH:11]=1)[C:5]([NH:7][NH:8][C:15]([NH:14][CH2:12][CH3:13])=[O:16])=[O:6]. Procedure: To a solution of 3-fluorobenzhydrazide (5.0 g, 0.033 mol) in tetrahydrofuran (100 mL) was added ethyl isocyanate (2.6 g, 0.036 mol) at room temperature. After stirring for 24 hr, the resultant precipitate was collected by suction-filtration to give 1-(3-fluorobenzoyl)-4-ethyl semicarbazide in quantitative yield. Starting materials: CCCCCN(CCCCC)C(=O)C1Cc2c([nH]c3ccccc23)CN1, C1CCOC1, Cc1cccc(N=C=O)c1. Product: CCCCCN(CCCCC)C(=O)C1Cc2c([nH]c3ccccc23)CN1C(=O)Nc1cccc(C)c1. Reaction SMILES: [CH2:1]([CH2:2][CH2:3][CH2:4][CH3:5])[N:6]([C:7](=[O:8])[CH:9]1[CH2:10][c:11]2[c:12]([nH:13][c:14]3[cH:15][cH:16][cH:17][cH:18][c:19]23)[CH2:20][NH:21]1)[CH2:22][CH2:23][CH2:24][CH2:25][CH3:26].[O:37]1[CH2:38][CH2:39][CH2:40][CH2:41]1.[c:27]1([CH3:36])[cH:28][c:29]([N:33]=[C:34]=[O:35])[cH:30][cH:31][cH:32]1>>[CH2:1]([CH2:2][CH2:3][CH2:4][CH3:5])[N:6]([C:7](=[O:8])[CH:9]1[CH2:10][c:11]2[c:12]([nH:13][c:14]3[cH:15][cH:16][cH:17][cH:18][c:19]23)[CH2:20][N:21]1[C:34]([NH:33][c:29]1[cH:28][c:27]([CH3:36])[cH:32][cH:31][cH:30]1)=[O:35])[CH2:22][CH2:23][CH2:24][CH2:25][CH3:26]. The reactants are C(C)(C)(C)OC(NC1=NC2=CC=C(C=C2CN1CCC)OC1=CC(=CC=C1)NCC1=C(C=C(C=C1C)C)C)=O ({3-propyl-6-[3-(2,4,6-trimethyl-benzylamino)-phenoxy]-3,4-dihydro-quinazolin-2-yl}-carbamic acid tert-butyl ester). Solvent: C(=O)(C(F)(F)F)O (TFA), C(Cl)Cl (DCM). Run at time 1 hour. Yields the product C(CC)N1C(=NC2=CC=C(C=C2C1)OC1=CC(=CC=C1)NCC1=C(C=C(C=C1C)C)C)N (3-Propyl-6-[3-(2,4,6-trimethyl-benzylamino)-phenoxy]-3,4-dihydro-quinazolin-2-ylamine). Reaction SMILES: C(OC(=O)[NH:7][C:8]1[N:17]([CH2:18][CH2:19][CH3:20])[CH2:16][C:15]2[C:10](=[CH:11][CH:12]=[C:13]([O:21][C:22]3[CH:27]=[CH:26][CH:25]=[C:24]([NH:28][CH2:29][C:30]4[C:35]([CH3:36])=[CH:34][C:33]([CH3:37])=[CH:32][C:31]=4[CH3:38])[CH:23]=3)[CH:14]=2)[N:9]=1)(C)(C)C>C(O)(C(F)(F)F)=O.C(Cl)Cl>[CH2:18]([N:17]1[CH2:16][C:15]2[C:10](=[CH:11][CH:12]=[C:13]([O:21][C:22]3[CH:27]=[CH:26][CH:25]=[C:24]([NH:28][CH2:29][C:30]4[C:31]([CH3:38])=[CH:32][C:33]([CH3:37])=[CH:34][C:35]=4[CH3:36])[CH:23]=3)[CH:14]=2)[N:9]=[C:8]1[NH2:7])[CH2:19][CH3:20]. Reported procedure: A mixture of {3-propyl-6-[3-(2,4,6-trimethyl-benzylamino)-phenoxy]-3,4-dihydro-quinazolin-2-yl}-carbamic acid tert-butyl ester (0.0001 mol) in 10% TFA in DCM (6 mL) was stirred in a reaction vial for 1 hour at room temperature and then the solvent was evaporated. The obtained residue was crystallized from CH3CN, and then the desired product was filtered off, washed with diisopropyl ether and dried under vacuum to yield the title compound as a solid. The reactants are CCC(C)=O, [I-], [Na+], COc1cc2ncnc(N3CCC(O)(CCOS(=O)(=O)c4ccc(C)cc4)CC3)c2cc1OC. Product: COc1cc2ncnc(N3CCC(O)(CCI)CC3)c2cc1OC. RXN SMILES: [CH3:37][CH2:38][C:39](=[O:40])[CH3:41].[I-:36].[Na+:35].[c:1]1([CH3:2])[cH:3][cH:4][c:5]([S:6]([O:7][CH2:11][CH2:12][C:13]2([OH:33])[CH2:14][CH2:15][N:16]([c:19]3[n:20][cH:21][n:22][c:23]4[cH:24][c:25]([O:31][CH3:32])[c:26]([O:29][CH3:30])[cH:27][c:28]34)[CH2:17][CH2:18]2)(=[O:8])=[O:9])[cH:10][cH:34]1>>[CH2:11]([CH2:12][C:13]1([OH:33])[CH2:14][CH2:15][N:16]([c:19]2[n:20][cH:21][n:22][c:23]3[cH:24][c:25]([O:31][CH3:32])[c:26]([O:29][CH3:30])[cH:27][c:28]23)[CH2:17][CH2:18]1)[I:36].